Dataset: the Open Reaction Database (ORD), a public repository of structured organic reaction records. Task: describe an organic reaction: reactants, conditions, products, and yield Procedure details: A solution of 4-benzyl-5-(3-ethoxycarbonyl-2-methanesulfonyloxy-propyl)-2,2-dimethyl-oxazolidine-3-carboxylic acid tert-butyl ester (64 g) in dichloromethane (250 ml) was stirred at 15° C. under an atmosphere of nitrogen during the dropwise addition of 1,8-diazobicyclo[5,4,0]undec-7-ene (21.3ml). After 30 minutes, a further portion of 1,8-diazobicyclo[5,4,0]undec-7-ene (9.0ml) was added and the reaction mixture stirred for 1 hour. The solvent was evaporated and the residue dissolved in ethyl ace... The yield is 94.8%. Yields the product C(C)(C)(C)OC(=O)N1C(OC(C1CC1=CC=CC=C1)CC=CC(=O)OCC)(C)C (4-benzyl-5-(3-ethoxycarbonyl-allyl)-2,2-dimethyl-oxazolidine-3-carboxylic acid tert-butyl ester). RXN SMILES: [C:1]([O:5][C:6]([N:8]1[CH:12]([CH2:13][C:14]2[CH:19]=[CH:18][CH:17]=[CH:16][CH:15]=2)[CH:11]([CH2:20][CH:21](OS(C)(=O)=O)[CH2:22][C:23]([O:25][CH2:26][CH3:27])=[O:24])[O:10][C:9]1([CH3:34])[CH3:33])=[O:7])([CH3:4])([CH3:3])[CH3:2]>ClCCl>[C:1]([O:5][C:6]([N:8]1[CH:12]([CH2:13][C:14]2[CH:19]=[CH:18][CH:17]=[CH:16][CH:15]=2)[CH:11]([CH2:20][CH:21]=[CH:22][C:23]([O:25][CH2:26][CH3:27])=[O:24])[O:10][C:9]1([CH3:33])[CH3:34])=[O:7])([CH3:3])([CH3:4])[CH3:2]. Reactants: C(C)(C)(C)OC(=O)N1C(OC(C1CC1=CC=CC=C1)CC(CC(=O)OCC)OS(=O)(=O)C)(C)C (4-benzyl-5-(3-ethoxycarbonyl-2-methanesulfonyloxy-propyl)-2,2-dimethyl-oxazolidine-3-carboxylic acid tert-butyl ester), 1,8-diazobicyclo[5,4,0]undec-7-ene, 1,8-diazobicyclo[5,4,0]undec-7-ene. Reaction conditions: time 30 minute. Solvent: ClCCl (dichloromethane). The reactants are O=C([O-])[O-], CI, CN(C)C=O, ClC(Cl)Cl, [Cs+], [Cs+], CN1C(=O)C(c2cccc(Br)c2)(c2c[nH]c(C#N)c2)N=C1N. Product: CN1C(=O)C(c2cccc(Br)c2)(c2cc(C#N)n(C)c2)N=C1N. RXN SMILES: [C:23](=[O:24])([O-:25])[O-:26].[CH3:29][I:30].[CH3:31][N:32]([CH3:33])[CH:34]=[O:35].[CH:36]([Cl:37])([Cl:38])[Cl:39].[Cs+:27].[Cs+:28].[NH2:1][C:2]1=[N:6][C:5]([c:7]2[cH:8][c:9]([Br:13])[cH:10][cH:11][cH:12]2)([c:14]2[cH:15][c:16]([C:19]#[N:20])[nH:17][cH:18]2)[C:4](=[O:21])[N:3]1[CH3:22]>>[NH2:1][C:2]1=[N:6][C:5]([c:7]2[cH:8][c:9]([Br:13])[cH:10][cH:11][cH:12]2)([c:14]2[cH:15][c:16]([C:19]#[N:20])[n:17]([CH3:23])[cH:18]2)[C:4](=[O:21])[N:3]1[CH3:22]. Product: CCC1CC(NS(=O)(=O)N2CCC2)CC1c1nnc2cnc3c(ccn3S(=O)(=O)c3ccc(C)cc3)n12. Reaction SMILES: [CH2:1]([CH3:2])[CH:3]1[CH2:4][CH:5]([NH2:30])[CH2:6][CH:7]1[c:8]1[n:9][n:10][c:11]2[n:12]1[c:13]1[c:14]([n:15][cH:16]2)[n:17]([S:20](=[O:21])(=[O:22])[c:23]2[cH:24][cH:25][c:26]([CH3:27])[cH:28][cH:29]2)[cH:18][cH:19]1.[N:31]1([S:35](=[O:36])(=[O:37])[Cl:38])[CH2:32][CH2:33][CH2:34]1.[O:39]=[CH:40][N:41]([CH3:42])[CH3:43]>>[CH2:1]([CH3:2])[CH:3]1[CH2:4][CH:5]([NH:30][S:35]([N:31]2[CH2:32][CH2:33][CH2:34]2)(=[O:36])=[O:37])[CH2:6][CH:7]1[c:8]1[n:9][n:10][c:11]2[n:12]1[c:13]1[c:14]([n:15][cH:16]2)[n:17]([S:20](=[O:21])(=[O:22])[c:23]2[cH:24][cH:25][c:26]([CH3:27])[cH:28][cH:29]2)[cH:18][cH:19]1. The reactants are CCC1CC(N)CC1c1nnc2cnc3c(ccn3S(=O)(=O)c3ccc(C)cc3)n12, O=S(=O)(Cl)N1CCC1, CN(C)C=O. The reactants are C(C)N1C2=C(N(C(C3=C1N=CC(=C3)CCOC3=C(C=C(C=C3)C3=NOC(=C3)C(=O)OCC)C)=O)C)C=CC=N2 (ethyl 3-{4-[2-(11-ethyl-6,11-dihydro-5-methyl-6-oxo-5H-dipyrido[3,2-b:2′,3′-e][1,4]diazepin-8-yl)ethoxy]-3-methylphenyl}-5-isoxazolecarboxylate), [OH-].[Na+] (NaOH). Run in C1CCOC1 (THF), CO (MeOH). Yields the product C(C)N1C2=C(N(C(C3=C1N=CC(=C3)CCOC3=C(C=C(C=C3)C3=NOC(=C3)C(=O)O)C)=O)C)C=CC=N2 (3-{4-[2-(11-Ethyl-6,11-dihydro-5-methyl-6-oxo-5H-dipyrido[3,2-b:2′,3′-e][1,4]diazepin-8-yl)ethoxy]-3-methylphenyl}-5-isoxazolecarboxylic acid). The yield is 89.0%. RXN SMILES: [CH2:1]([N:3]1[C:9]2[N:10]=[CH:11][C:12]([CH2:14][CH2:15][O:16][C:17]3[CH:22]=[CH:21][C:20]([C:23]4[CH:27]=[C:26]([C:28]([O:30]CC)=[O:29])[O:25][N:24]=4)=[CH:19][C:18]=3[CH3:33])=[CH:13][C:8]=2[C:7](=[O:34])[N:6]([CH3:35])[C:5]2[CH:36]=[CH:37][CH:38]=[N:39][C:4]1=2)[CH3:2].[OH-].[Na+]>C1COCC1.CO>[CH2:1]([N:3]1[C:9]2[N:10]=[CH:11][C:12]([CH2:14][CH2:15][O:16][C:17]3[CH:22]=[CH:21][C:20]([C:23]4[CH:27]=[C:26]([C:28]([OH:30])=[O:29])[O:25][N:24]=4)=[CH:19][C:18]=3[CH3:33])=[CH:13][C:8]=2[C:7](=[O:34])[N:6]([CH3:35])[C:5]2[CH:36]=[CH:37][CH:38]=[N:39][C:4]1=2)[CH3:2] |f:1.2|. Procedure: A solution of ethyl 3-{4-[2-(11-ethyl-6,11-dihydro-5-methyl-6-oxo-5H-dipyrido[3,2-b:2′,3′-e][1,4]diazepin-8-yl)ethoxy]-3-methylphenyl}-5-isoxazolecarboxylate (50.0 mg, 0.090 mmol) and aqueous 1 N NaOH solution (0.90 mL, 0.90 mmol) in THF (2 mL) and MeOH (0.5 mL) was stirred at 25° C. for 1 h. The reaction mixture was concentrated under reduced pressure, acidified with aqueous 4 N HCl solution and extracted with EtOAc (1×) and CH2Cl2 (1×). The combined organic layers were washed with water and br... Reactants: COC1=C(OCC(=O)O)C=CC(=C1)[C@H]1[C@@H](C1)C(C1=CC(=CC=C1)OCCN)=O ((+/-)-trans-[[2-methoxy-4-[2-((3-(2-aminoethoxy)benzoyl))cyclopropyl]phenoxy]]acetic acid), FC(C(=O)O)(F)F (trifluoroacetic acid), MS(NH3). Yields the product NCCOC=1C=C(C(=O)C=2C=C3C=CC(=CC3=CC2)OCC(=O)O)C=CC1 ([6-((3-(2-Aminoethoxy)benzoyl))-2-naphthalenyloxy]acetic acid). As a reaction SMILES: CO[C:3]1[CH:13]=[C:12]([C@@H:14]2[CH2:16][C@H:15]2[C:17](=[O:28])[C:18]2[CH:23]=[CH:22][CH:21]=[C:20]([O:24][CH2:25][CH2:26][NH2:27])[CH:19]=2)[CH:11]=[CH:10][C:4]=1[O:5][CH2:6][C:7]([OH:9])=[O:8].F[C:30](F)(F)C(O)=O>>[NH2:27][CH2:26][CH2:25][O:24][C:20]1[CH:19]=[C:18]([CH:23]=[CH:22][CH:21]=1)[C:17]([C:15]1[CH:14]=[C:12]2[C:13](=[CH:30][CH:16]=1)[CH:3]=[C:4]([O:5][CH2:6][C:7]([OH:9])=[O:8])[CH:10]=[CH:11]2)=[O:28]. Reported procedure: Ex. 315. (+/-)-trans-[[2-methoxy-4-[2-((3-(2-aminoethoxy)benzoyl))cyclopropyl]phenoxy]]acetic acid.trifluoroacetic acid. MS(NH3): 404 (5%, M+NH4), 386 (base, M+H). Reactants: S1C(=NC2=C1C=CC=C2)NN=CC=2OC(=CC2)[N+](=O)[O-] (5-nitro-2-furaldehyde 2-(1,3-benzothiazole-2-yl)hydrazone), [N+](=O)([O-])C1=CC=C(S1)C=O (5-nitrothiophen aldehyde), N(N)C=1SC2=C(N1)C=CC(=C2)[N+](=O)[O-] (2-hydrazino-6-nitro-benzothiazole). Product: [N+](=O)([O-])C1=CC2=C(N=C(S2)NN=CC=2SC(=CC2)[N+](=O)[O-])C=C1 (5-nitro-2-thiophenecarbaldehyde 2-(6-nitro-1,3-benzothiazol-2yl)hydrazone). RXN SMILES: S1C2C=CC=CC=2N=C1NN=CC1OC([N+]([O-])=O)=CC=1.[N+:21]([C:24]1[S:28][C:27]([CH:29]=O)=[CH:26][CH:25]=1)([O-:23])=[O:22].[NH:31]([C:33]1[S:34][C:35]2[CH:41]=[C:40]([N+:42]([O-:44])=[O:43])[CH:39]=[CH:38][C:36]=2[N:37]=1)[NH2:32]>>[N+:42]([C:40]1[CH:39]=[CH:38][C:36]2[N:37]=[C:33]([NH:31][N:32]=[CH:29][C:27]3[S:28][C:24]([N+:21]([O-:23])=[O:22])=[CH:25][CH:26]=3)[S:34][C:35]=2[CH:41]=1)([O-:44])=[O:43]. Reported procedure: The compound 3p was prepared according procedure described for 3a by employing 5-nitrothiophen aldehyde (157 mg, 1 mmol) and 2-hydrazino-6-nitro-benzothiazole (210 mg, 1 mmol) at 70° C. for 2 h (yield 303 mg, 87%). Starting materials: CC(C)(C)O, Cc1cccc2[nH]c(-c3ccc(C(F)(F)F)cc3)nc12, [K+], O=[Mn](=O)(=O)[O-], O. Yields the product O=C(O)c1cccc2[nH]c(-c3ccc(C(F)(F)F)cc3)nc12. As a reaction SMILES: [CH3:27][C:28]([CH3:29])([CH3:30])[OH:31].[CH3:7][c:8]1[cH:9][cH:10][cH:11][c:12]2[nH:13][c:14](-[c:17]3[cH:18][cH:19][c:20]([C:23]([F:24])([F:25])[F:26])[cH:21][cH:22]3)[n:15][c:16]12.[K+:6].[Mn:1]([O-:2])(=[O:3])(=[O:4])=[O:5].[OH2:32]>>[C:7]([c:8]1[cH:9][cH:10][cH:11][c:12]2[nH:13][c:14](-[c:17]3[cH:18][cH:19][c:20]([C:23]([F:24])([F:25])[F:26])[cH:21][cH:22]3)[n:15][c:16]12)([OH:31])=[O:32].